This data is from the Open Reaction Database (ORD), a public repository of structured organic reaction records. The task is: describe an organic reaction: reactants, conditions, products, and yield Reactants: BrCc1ccccc1, O=[N+]([O-])c1ccc(Br)c(O)c1, O=C([O-])[O-], [K+], [K+], CN(C)C=O. Yields the product O=[N+]([O-])c1ccc(Br)c(OCc2ccccc2)c1. Reaction SMILES: [Br:18][CH2:19][c:20]1[cH:21][cH:22][cH:23][cH:24][cH:25]1.[Br:1][c:2]1[c:3]([OH:11])[cH:4][c:5]([N+:8](=[O:9])[O-:10])[cH:6][cH:7]1.[C:12](=[O:13])([O-:14])[O-:15].[K+:16].[K+:17].[O:26]=[CH:27][N:28]([CH3:29])[CH3:30]>>[Br:1][c:2]1[c:3]([O:11][CH2:19][c:20]2[cH:21][cH:22][cH:23][cH:24][cH:25]2)[cH:4][c:5]([N+:8](=[O:9])[O-:10])[cH:6][cH:7]1. Starting materials: Cc1c(OCC(F)(F)C(F)(F)F)ccnc1CSc1nc2ccccc2[nH]1, ClC(Cl)Cl, O=C(OO)c1cccc(Cl)c1. Product: Cc1c(OCC(F)(F)C(F)(F)F)ccnc1CS(=O)c1nc2ccccc2[nH]1. Reaction SMILES: [CH3:1][c:2]1[c:3]([CH2:17][S:18][c:19]2[nH:20][c:21]3[c:22]([n:23]2)[cH:24][cH:25][cH:26][cH:27]3)[n:4][cH:5][cH:6][c:7]1[O:8][CH2:9][C:10]([C:11]([F:12])([F:13])[F:14])([F:15])[F:16].[CH:39]([Cl:40])([Cl:41])[Cl:42].[Cl:28][c:29]1[cH:30][cH:31][cH:32][c:33]([C:34]([O:35][OH:37])=[O:36])[cH:38]1>>[CH3:1][c:2]1[c:3]([CH2:17][S:18]([c:19]2[n:20][c:21]3[c:22]([nH:23]2)[cH:24][cH:25][cH:26][cH:27]3)=[O:36])[n:4][cH:5][cH:6][c:7]1[O:8][CH2:9][C:10]([C:11]([F:12])([F:13])[F:14])([F:15])[F:16].